From a dataset of the Open Reaction Database (ORD), a public repository of structured organic reaction records. describe an organic reaction: reactants, conditions, products, and yield Reactants: ClC=1C=C(C=CC1)C(C1=C(C=CC(=C1)F)N1C(=NC(=C1CO)C)CN(C)C)=O (3'-chloro-5-fluoro-2-[2-[(dimethylamino)methyl]-4-methyl-5-hydroxymethylimidazol-1-yl]benzophenone), N(=NC(=O)OCC)C(=O)OCC (diethyl azodicarboxylate), C1(=CC=CC=C1)P(C1=CC=CC=C1)C1=CC=CC=C1 (triphenylphosphine), C1(C=2C(C(N1)=O)=CC=CC2)=O (phthalimide). Product: FC1=CC(=C(C=C1)N1C(=NC(=C1CN1C(C=2C(C1=O)=CC=CC2)=O)C)CN(C)C)C(C2=CC(=CC=C2)Cl)=O (N-[[1-[4-fluoro-2-(m-chlorobenzoyl)phenyl]-2-[(dimethylamino)methyl]-4-methylimidazol-5-yl]methyl]phthalimide). Reaction SMILES: [Cl:1][C:2]1[CH:3]=[C:4]([C:8](=[O:28])[C:9]2[CH:14]=[C:13]([F:15])[CH:12]=[CH:11][C:10]=2[N:16]2[C:20]([CH2:21]O)=[C:19]([CH3:23])[N:18]=[C:17]2[CH2:24][N:25]([CH3:27])[CH3:26])[CH:5]=[CH:6][CH:7]=1.C1(P(C2C=CC=CC=2)C2C=CC=CC=2)C=CC=CC=1.[C:48]1(=[O:58])[NH:52][C:51](=[O:53])[C:50]2=[CH:54][CH:55]=[CH:56][CH:57]=[C:49]12.N(C(OCC)=O)=NC(OCC)=O>>[F:15][C:13]1[CH:12]=[CH:11][C:10]([N:16]2[C:20]([CH2:21][N:52]3[C:48](=[O:58])[C:49]4=[CH:57][CH:56]=[CH:55][CH:54]=[C:50]4[C:51]3=[O:53])=[C:19]([CH3:23])[N:18]=[C:17]2[CH2:24][N:25]([CH3:26])[CH3:27])=[C:9]([C:8](=[O:28])[C:4]2[CH:5]=[CH:6][CH:7]=[C:2]([Cl:1])[CH:3]=2)[CH:14]=1. Procedure details: In the manner given in Example 3, 3'-chloro-5-fluoro-2-[2-[(dimethylamino)methyl]-4-methyl-5-hydroxymethylimidazol-1-yl]benzophenone, triphenylphosphine, phthalimide and thereafter diethyl azodicarboxylate are reacted together to give N-[[1-[4-fluoro-2-(m-chlorobenzoyl)phenyl]-2-[(dimethylamino)methyl]-4-methylimidazol-5-yl]methyl]phthalimide. Starting materials: P(=O)(OC=1N(C(CCC1)=O)CC1=CC=C(C=C1)OC(F)(F)F)(OC1=CC=CC=C1)OC1=CC=CC=C1 (6-oxo-1-(4-(trifluoromethoxy)benzyl)-1,4,5,6-tetrahydropyridin-2-yl diphenyl phosphate), C(C)OC1=C(C=CC=C1)B(O)O ((2-ethoxyphenyl)boronic acid), C(=O)([O-])[O-].[Na+].[Na+] (Na2CO3). The reagents and catalysts are Cl[Pd]([P](C1=CC=CC=C1)(C2=CC=CC=C2)C3=CC=CC=C3)([P](C4=CC=CC=C4)(C5=CC=CC=C5)C6=CC=CC=C6)Cl (PdCl2(PPh3)2). Solvent: C1CCOC1 (THF), O (water), O (water). Reaction conditions: temperature 40 celsius. Yields the product C(C)OC1=C(C=CC=C1)C1=CCCC(N1CC1=CC=C(C=C1)OC(F)(F)F)=O (6-(2-ethoxyphenyl)-1-(4-(trifluoromethoxy)benzyl)-3,4-dihydropyridin-2(1H)-one). RXN SMILES: P(OC1C=CC=CC=1)(OC1C=CC=CC=1)(O[C:4]1[N:5]([CH2:11][C:12]2[CH:17]=[CH:16][C:15]([O:18][C:19]([F:22])([F:21])[F:20])=[CH:14][CH:13]=2)[C:6](=[O:10])[CH2:7][CH2:8][CH:9]=1)=O.[CH2:37]([O:39][C:40]1[CH:45]=[CH:44][CH:43]=[CH:42][C:41]=1B(O)O)[CH3:38].C([O-])([O-])=O.[Na+].[Na+]>C1COCC1.O.Cl[Pd](Cl)([P](C1C=CC=CC=1)(C1C=CC=CC=1)C1C=CC=CC=1)[P](C1C=CC=CC=1)(C1C=CC=CC=1)C1C=CC=CC=1>[CH2:37]([O:39][C:40]1[CH:45]=[CH:44][CH:43]=[CH:42][C:41]=1[C:4]1[N:5]([CH2:11][C:12]2[CH:13]=[CH:14][C:15]([O:18][C:19]([F:22])([F:21])[F:20])=[CH:16][CH:17]=2)[C:6](=[O:10])[CH2:7][CH2:8][CH:9]=1)[CH3:38] |f:2.3.4,^1:63,82|. Procedure details: A mixture of 6-oxo-1-(4-(trifluoromethoxy)benzyl)-1,4,5,6-tetrahydropyridin-2-yl diphenyl phosphate (140 mg; 0.13 mmol; 1.0 equiv.), (2-ethoxyphenyl)boronic acid (34 mg; 0.20 mmol; 1.5 equiv.), PdCl2(PPh3)2 (5 mg; 0.007 mmol; 0.05 equiv.), Na2CO3 (188 mg; 1.78 mmol; 13.2 equiv.) in THF (2 ml) and water (0.9 ml) was heated to 40° C., under nitrogen, for 1.5 h. After cooling to rt, water was added, and the mixture was extracted with Et2O (3×). The mixed organic layers were dried over anh. K2CO3, f... Reactants: C(C)(=O)OC=1C(=NC=CC1)OC(C)C(=O)OC (3-acetoxy-2-{1-(methoxycarbonyl)ethoxy}pyridine), C([O-])([O-])=O.[K+].[K+] (potassium carbonate), CO (methanol). Run in O (water). Reaction conditions: time 1 hour. Yields the product OC=1C(=NC=CC1)OC(C)C(=O)OC (3-hydroxy-2-{1-(methoxycarbonyl)ethoxy}pyridine). The yield is 70.6%. RXN SMILES: C([O:4][C:5]1[C:6]([O:11][CH:12]([C:14]([O:16][CH3:17])=[O:15])[CH3:13])=[N:7][CH:8]=[CH:9][CH:10]=1)(=O)C.C(=O)([O-])[O-].[K+].[K+].CO>O>[OH:4][C:5]1[C:6]([O:11][CH:12]([C:14]([O:16][CH3:17])=[O:15])[CH3:13])=[N:7][CH:8]=[CH:9][CH:10]=1 |f:1.2.3|. Procedure: A mixture of 0.34 g of 3-acetoxy-2-{1-(methoxycarbonyl)ethoxy}pyridine, 0.11 g of potassium carbonate, and 2 ml of methanol was stirred at room temperature for 1 hour. The reaction mixture was poured into water, and the mixture was extracted with ethyl acetate. The organic layer was dried over anhydrous magnesium sulfate and then concentrated. The residue was subjected to silica gel column chromatography to give 198 mg of 3-hydroxy-2-{1-(methoxycarbonyl)ethoxy}pyridine. Reactants: C1(CC1)COCC1CN(CC1)C(=O)OC(C)(C)C (tert-Butyl 3-[(cyclopropylmethoxy)methyl]pyrrolidine-1-carboxylate), Cl (hydrogen chloride). The solvent is C(C)(C)O (isopropanol). Product: C1(CC1)COCC1CNCC1 (3-Cvclopropylmethoxymethyl-pyrrolidine). Isolated yield 64.5%. Reaction SMILES: [CH:1]1([CH2:4][O:5][CH2:6][CH:7]2[CH2:11][CH2:10][N:9](C(OC(C)(C)C)=O)[CH2:8]2)[CH2:3][CH2:2]1.Cl>C(O)(C)C>[CH:1]1([CH2:4][O:5][CH2:6][CH:7]2[CH2:11][CH2:10][NH:9][CH2:8]2)[CH2:2][CH2:3]1. Reported procedure: tert-Butyl 3-[(cyclopropylmethoxy)methyl]pyrrolidine-1-carboxylate (Preparation 66, 50 g, 0.2 mol, 1 eq) was dissolved in isopropanol (200 mL) and treated with concentrated hydrogen chloride solution (28 mL, 0.3 mol, 1.5 eq). The mixture was refluxed for 1 h and evaporated. The residue was dissolved in water and washed with ether (2×100 mL). The aqueous fraction was made alkaline with potassium carbonate to pH 12-13 and extracted with chloroform. The extract was dried over sodium sulfate and eva... The reactants are C(C1=CC=CC=C1)N(C1=C(C(=CC=C1)NS(=O)(=O)C)C)CC1=CC=C(OC=2C=C(OCCCC(=O)O)C=CC2)C=C1 (4-(3-{4-[(benzyl{2-methyl-3-[(methylsulfonyl)amino]phenyl}amino)methyl]phenoxy}phenoxy)butanoic acid), N1C(C(=O)OCC)CCCC1 (ethyl pipecolinate). The product is C(C1=CC=CC=C1)N(C1=C(C(=CC=C1)NS(=O)(=O)C)C)CC1=CC=C(OC=2C=C(OCCCC(=O)N3C(CCCC3)C(=O)O)C=CC2)C=C1 (1-[4-(3-{4-[(benzyl{2-methyl-3-[(methylsulfonyl)amino]phenyl}amino)methyl]phenoxy}phenoxy)butanoyl]piperidine-2-carboxylic acid). Reaction SMILES: [CH2:1]([N:8]([CH2:21][C:22]1[CH:41]=[CH:40][C:25]([O:26][C:27]2[CH:28]=[C:29]([CH:37]=[CH:38][CH:39]=2)[O:30][CH2:31][CH2:32][CH2:33][C:34](O)=[O:35])=[CH:24][CH:23]=1)[C:9]1[CH:14]=[CH:13][CH:12]=[C:11]([NH:15][S:16]([CH3:19])(=[O:18])=[O:17])[C:10]=1[CH3:20])[C:2]1[CH:7]=[CH:6][CH:5]=[CH:4][CH:3]=1.[NH:42]1[CH2:52][CH2:51][CH2:50][CH2:49][CH:43]1[C:44]([O:46]CC)=[O:45]>>[CH2:1]([N:8]([CH2:21][C:22]1[CH:23]=[CH:24][C:25]([O:26][C:27]2[CH:28]=[C:29]([CH:37]=[CH:38][CH:39]=2)[O:30][CH2:31][CH2:32][CH2:33][C:34]([N:42]2[CH2:52][CH2:51][CH2:50][CH2:49][CH:43]2[C:44]([OH:46])=[O:45])=[O:35])=[CH:40][CH:41]=1)[C:9]1[CH:14]=[CH:13][CH:12]=[C:11]([NH:15][S:16]([CH3:19])(=[O:17])=[O:18])[C:10]=1[CH3:20])[C:2]1[CH:3]=[CH:4][CH:5]=[CH:6][CH:7]=1. Procedure: The product from Example 116B (57 mg, 0.10 mmole) and ethyl pipecolinate (31 mg, 0.20 mmole) were processed as in Example 279A and B to provide the titled compound. 1H NMR (500 MHz, DMSO-d6) δ12.29-13.30 (br.s, 1 H), 8.95 (s, 1 H), 7.24 (m, 8 H), 7.04 (m, 1 H), 6.95 (m, 4 H), 6.69 (m, 1 H), 6.49 (m, 2 H), 5.07 (d, 1 H), 4.06 (s, 2 H), 4.03 (s, 2 H), 3.94 (m, 2 H), 3.77 (d, 1 H), 3.09 (m, 1 H), 2.91 (s, 3 H), 2.49 (m, 2 H), 2.40 (s, 3 H), 2.12 (m, 1 H), 1.90 (m, 2 H), 1.62 (m, 2 H), 1.49 (m, 1 H)... The reactants are C(C)(C)N1C(C(=CC2=C(C=CC=C12)C)C(=O)NCC1CCNCC1)=O (1-isopropyl-5-methyl-2-oxo-N-(piperidin-4-ylmethyl)-1,2-dihydroquinoline-3-carboxamide), ICC1CCN(CC1)C(=O)OC(C)(C)C (tert-butyl 4-(iodomethyl)piperidine-1-caroxylate), C([O-])([O-])=O.[K+].[K+] (potassium carbonate), O (water). The solvent is CN(C=O)C (N,N-dimethylformamide). Run at temperature 80 celsius. Yields the product C(C)(C)N1C(C(=CC2=C(C=CC=C12)C)C(=O)NCC1CCN(CC1)CC1CCN(CC1)C(=O)OC(C)(C)C)=O (tert-Butyl 4-{[4-({[(1-isopropyl-5-methyl-2-oxo-1,2-dihydroquinolin-3-yl)carbonyl]-amino}methyl)piperidine-1-yl]methyl}piperidine-1-carboxylate). The yield is 32.5%. Reaction SMILES: [CH:1]([N:4]1[C:13]2[C:8](=[C:9]([CH3:14])[CH:10]=[CH:11][CH:12]=2)[CH:7]=[C:6]([C:15]([NH:17][CH2:18][CH:19]2[CH2:24][CH2:23][NH:22][CH2:21][CH2:20]2)=[O:16])[C:5]1=[O:25])([CH3:3])[CH3:2].I[CH2:27][CH:28]1[CH2:33][CH2:32][N:31]([C:34]([O:36][C:37]([CH3:40])([CH3:39])[CH3:38])=[O:35])[CH2:30][CH2:29]1.C(=O)([O-])[O-].[K+].[K+].O>CN(C)C=O>[CH:1]([N:4]1[C:13]2[C:8](=[C:9]([CH3:14])[CH:10]=[CH:11][CH:12]=2)[CH:7]=[C:6]([C:15]([NH:17][CH2:18][CH:19]2[CH2:24][CH2:23][N:22]([CH2:27][CH:28]3[CH2:33][CH2:32][N:31]([C:34]([O:36][C:37]([CH3:38])([CH3:40])[CH3:39])=[O:35])[CH2:30][CH2:29]3)[CH2:21][CH2:20]2)=[O:16])[C:5]1=[O:25])([CH3:3])[CH3:2] |f:2.3.4|. Procedure details: To a solution of 1-isopropyl-5-methyl-2-oxo-N-(piperidin-4-ylmethyl)-1,2-dihydroquinoline-3-carboxamide (300 mg, 0.88 mmol, step 4 in preparation 3) in N,N-dimethylformamide (30 mL), tert-butyl 4-(iodomethyl)piperidine-1-caroxylate (343 mg, 1.05 mmol, Villalobos Anabella et al., J. Med. Chem., 1994, 37, 2721) and potassium carbonate (610 mg, 4.4 mmol) were added at room temperature. The mixture was heated at 80° C. overnight. After cooled to room temperature, water (30 mL) was added and extracte... The reactants are ClC1=NC(=NC=C1C(F)(F)F)NC1=C(C=C(CP(OCC)(OCC)=O)C=C1)OC (diethyl (4-{[4-chloro-5-(trifluoromethyl)pyrimidin-2-yl]amino}-3-methoxybenzyl)phosphonate), FC(C(=O)O)(F)F.NC=1C=CC(=C2CN(C(C12)=O)C)C1CC(C(C1)O)O (7-amino-4-(3,4-dihydroxycyclopentyl)-2-methyl-2,3-dihydro-1H-isoindol-1-one trifluoroacetate), FC(C(=O)O)(F)F.NC=1C=CC(=C2CN(C(C12)=O)C)C1CC(C(C1)O)O (7-amino-4-(3,4-dihydroxycyclopentyl)-2-methyl-2,3-dihydro-1H-isoindol-1-one trifluoroacetate). Reported procedure: The title compound was prepared according to the procedure for Example 102 using diethyl (4-{[4-chloro-5-(trifluoromethyl)pyrimidin-2-yl]amino}-3-methoxybenzyl)phosphonate (43 mg, 0.095 mmol) and 7-amino-4-(3,4-dihydroxycyclopentyl)-2-methyl-2,3-dihydro-1H-isoindol-1-one trifluoroacetate (salt) (Compound 243A, 36 mg, 0.096 mmol). The reaction mixture was diluted with EtOAc (30 mL), washed with sat. aq. NaHCO3 (2×10 mL), brine (10 mL), and dried over anhydrous sodium sulfate. The solvents were ev... As a reaction SMILES: Cl[C:2]1[C:7]([C:8]([F:11])([F:10])[F:9])=[CH:6][N:5]=[C:4]([NH:12][C:13]2[CH:27]=[CH:26][C:16]([CH2:17][P:18](=[O:25])([O:22][CH2:23][CH3:24])[O:19][CH2:20][CH3:21])=[CH:15][C:14]=2[O:28][CH3:29])[N:3]=1.FC(F)(F)C(O)=O.[NH2:37][C:38]1[CH:39]=[CH:40][C:41]([CH:49]2[CH2:53][CH:52]([OH:54])[CH:51]([OH:55])[CH2:50]2)=[C:42]2[C:46]=1[C:45](=[O:47])[N:44]([CH3:48])[CH2:43]2>CCOC(C)=O>[CH2:20]([O:19][P:18]([CH2:17][C:16]1[CH:26]=[CH:27][C:13]([NH:12][C:4]2[N:3]=[C:2]([NH:37][C:38]3[CH:39]=[CH:40][C:41]([CH:49]4[CH2:50][CH:51]([OH:55])[CH:52]([OH:54])[CH2:53]4)=[C:42]4[C:46]=3[C:45](=[O:47])[N:44]([CH3:48])[CH2:43]4)[C:7]([C:8]([F:11])([F:10])[F:9])=[CH:6][N:5]=2)=[C:14]([O:28][CH3:29])[CH:15]=1)(=[O:25])[O:22][CH2:23][CH3:24])[CH3:21] |f:1.2|. Run in CCOC(=O)C (EtOAc). The product is C(C)OP(OCC)(=O)CC1=CC(=C(C=C1)NC1=NC=C(C(=N1)NC1=C2C(N(CC2=C(C=C1)C1CC(C(C1)O)O)C)=O)C(F)(F)F)OC (Diethyl(4-{[4-({7-[−3,4-dihydroxycyclopentyl]-2-methyl-3-oxo-2,3-dihydro-1H-isoindol-4-yl}amino)-5-(trifluoromethyl)pyrimidin-2-yl]amino}-3-methoxybenzyl)phosphonate). Run in C1CCOC1 (THF). The product is C(C=C)[C@@H]1C(N([C@@H]([C@H](C1)C1=CC(=CC=C1)Cl)C1=CC=C(C=C1)Cl)[C@H](C(=O)OCC)CC)=O ((S)-Ethyl 2-((3S,5R,6S)-3-allyl-5-(3-chlorophenyl)-6-(4-chlorophenyl)-2-oxopiperidin-1-yl)butanoate). Reported procedure: To a solution of 0.62 g (1.4 mmol) of (S)-ethyl 2-((2S,3R)-3-(3-chlorophenyl)-2-(4-chlorophenyl)-6-oxopiperidin-1-yl)butanoate (Example 9, Step A) and allyl bromide (0.14 ml, 1.7 mmol) in THF (6.0 mL, 0.25 M) was added lithium bis(trimethylsilyl)-amide (1M solution in THF, 1.5 ml, 1.5 mmol) at −78° C. The reaction was allowed to warm to R.T., then was quenched (sat. aqueous NH4Cl) and extracted with EtOAc. The combined organic layers were washed with water and sat. NaCl solution, dried over Na2S... RXN SMILES: [Cl:1][C:2]1[CH:3]=[C:4]([C@H:8]2[CH2:13][CH2:12][C:11](=[O:14])[N:10]([C@@H:15]([CH2:21][CH3:22])[C:16]([O:18][CH2:19][CH3:20])=[O:17])[C@@H:9]2[C:23]2[CH:28]=[CH:27][C:26]([Cl:29])=[CH:25][CH:24]=2)[CH:5]=[CH:6][CH:7]=1.[CH2:30](Br)[CH:31]=[CH2:32].C[Si]([N-][Si](C)(C)C)(C)C.[Li+]>C1COCC1>[CH2:32]([C@H:12]1[CH2:13][C@H:8]([C:4]2[CH:5]=[CH:6][CH:7]=[C:2]([Cl:1])[CH:3]=2)[C@@H:9]([C:23]2[CH:24]=[CH:25][C:26]([Cl:29])=[CH:27][CH:28]=2)[N:10]([C@@H:15]([CH2:21][CH3:22])[C:16]([O:18][CH2:19][CH3:20])=[O:17])[C:11]1=[O:14])[CH:31]=[CH2:30] |f:2.3|. Reactants: ClC=1C=C(C=CC1)[C@@H]1[C@H](N(C(CC1)=O)[C@H](C(=O)OCC)CC)C1=CC=C(C=C1)Cl ((S)-Ethyl 2-((2S,3R)-3-(3-chlorophenyl)-2-(4-chlorophenyl)-6-oxopiperidin-1-yl)butanoate), C(C=C)Br (allyl bromide), C[Si](C)(C)[N-][Si](C)(C)C.[Li+] (lithium bis(trimethylsilyl)-amide).